This data is from the Open Reaction Database (ORD), a public repository of structured organic reaction records. The task is: describe an organic reaction: reactants, conditions, products, and yield Reactants: FC1(CC(C1)C1=NC(=NO1)C=1C=CC(=C(N)C1)C)F (5-(5-(3,3-difluorocyclobutyl)-1,2,4-oxadiazol-3-yl)-2-methylaniline), C(C)(=O)C=1C=CC=2N(C1)C(=CN2)C(=O)O (6-acetylimidazo[1,2-a]pyridine-3-carboxylic acid), CN(C=O)C (N,N-dimethylformamide), C(C(=O)Cl)(=O)Cl (oxalyl chloride). Run in N1=CC=CC=C1 (pyridine), ClCCl (dichloromethane). Reaction conditions: time 30 minute. The product is C(C)(=O)C=1C=CC=2N(C1)C(=CN2)C(=O)NC2=C(C=CC(=C2)C2=NOC(=N2)C2CC(C2)(F)F)C (6-acetyl-N-(5-(5-(3,3-difluorocyclobutyl)-1,2,4-oxadiazol-3-yl)-2-methylphenyl)imidazo[1,2-a]pyridine-3-carboxamide). RXN SMILES: [C:1]([C:4]1[CH:5]=[CH:6][C:7]2[N:8]([C:10]([C:13]([OH:15])=O)=[CH:11][N:12]=2)[CH:9]=1)(=[O:3])[CH3:2].C(Cl)(=O)C(Cl)=O.CN(C)C=O.[F:27][C:28]1([F:45])[CH2:31][CH:30]([C:32]2[O:36][N:35]=[C:34]([C:37]3[CH:38]=[CH:39][C:40]([CH3:44])=[C:41]([CH:43]=3)[NH2:42])[N:33]=2)[CH2:29]1>ClCCl.N1C=CC=CC=1>[C:1]([C:4]1[CH:5]=[CH:6][C:7]2[N:8]([C:10]([C:13]([NH:42][C:41]3[CH:43]=[C:37]([C:34]4[N:33]=[C:32]([CH:30]5[CH2:29][C:28]([F:45])([F:27])[CH2:31]5)[O:36][N:35]=4)[CH:38]=[CH:39][C:40]=3[CH3:44])=[O:15])=[CH:11][N:12]=2)[CH:9]=1)(=[O:3])[CH3:2]. Reported procedure: To a stirring suspension of 6-acetylimidazo[1,2-a]pyridine-3-carboxylic acid (24r) (71 mg, 0.39 mmol) in dichloromethane (2 mL) was added dropwise oxalyl chloride (173 uL, 1.98 mmol) and a drop of anhydrous N,N-dimethylformamide. The reaction mixture was stirred at room temperature for 30 minutes and concentrated. The residue was treated with 5-(5-(3,3-difluorocyclobutyl)-1,2,4-oxadiazol-3-yl)-2-methylaniline (37) (85 mg, 0.29 mmol) in anhydrous pyridine (2 mL) with stirring at room temperature ... Reactants: N#N (N2), C(CCC)[Sn](C(=C)OCC)(CCCC)CCCC (tributyl[1-(ethyloxy)ethenyl]stannane), C[Si](CCOCN(C1=C(C(=NC=2N1N=CC2C=2C=NC1=CC=C(C=C1C2)F)C(C)NC(=O)C2(COC(OC2)(C)C)C)Br)COCC[Si](C)(C)C)(C)C (N-{1-[7-(bis{[2-(trimethylsilyl)ethoxy]methyl}amino)-6-bromo-3-(6-fluoroquinolin-3-yl)pyrazolo[1,5-a]pyrimidin-5-yl]ethyl}-2,2,5-trimethyl-1,3-dioxane-5-carboxamide). The reagents and catalysts are C=1C=CC(=CC1)[P](C=2C=CC=CC2)(C=3C=CC=CC3)[Pd]([P](C=4C=CC=CC4)(C=5C=CC=CC5)C=6C=CC=CC6)([P](C=7C=CC=CC7)(C=8C=CC=CC8)C=9C=CC=CC9)[P](C=1C=CC=CC1)(C=1C=CC=CC1)C=1C=CC=CC1 (tetrakis(triphenylphosphine)palladium(0)). The solvent is O1CCOCC1 (1,4-dioxane). Product: C[Si](CCOCN(C1=C(C(=NC=2N1N=CC2C=2C=NC1=CC=C(C=C1C2)F)C(C)NC(=O)C2(COC(OC2)(C)C)C)C(=C)OCC)COCC[Si](C)(C)C)(C)C (N-{1-[7-(bis{[2-(trimethylsilyl)ethoxy]methyl}amino)-6-(1-ethoxyvinyl)-3-(6-fluoroquinolin-3-yl)pyrazolo[1,5-a]pyrimidin-5-yl]ethyl}-2,2,5-trimethyl-1,3-dioxane-5-carboxamide). Yield: 83.2%. RXN SMILES: [CH3:1][Si:2]([CH3:52])([CH3:51])[CH2:3][CH2:4][O:5][CH2:6][N:7]([CH2:43][O:44][CH2:45][CH2:46][Si:47]([CH3:50])([CH3:49])[CH3:48])[C:8]1[N:13]2[N:14]=[CH:15][C:16]([C:17]3[CH:18]=[N:19][C:20]4[C:25]([CH:26]=3)=[CH:24][C:23]([F:27])=[CH:22][CH:21]=4)=[C:12]2[N:11]=[C:10]([CH:28]([NH:30][C:31]([C:33]2([CH3:41])[CH2:38][O:37][C:36]([CH3:40])([CH3:39])[O:35][CH2:34]2)=[O:32])[CH3:29])[C:9]=1Br.N#N.C([Sn](CCCC)(CCCC)[C:60]([O:62][CH2:63][CH3:64])=[CH2:61])CCC>C1C=CC([P]([Pd]([P](C2C=CC=CC=2)(C2C=CC=CC=2)C2C=CC=CC=2)([P](C2C=CC=CC=2)(C2C=CC=CC=2)C2C=CC=CC=2)[P](C2C=CC=CC=2)(C2C=CC=CC=2)C2C=CC=CC=2)(C2C=CC=CC=2)C2C=CC=CC=2)=CC=1.O1CCOCC1>[CH3:1][Si:2]([CH3:52])([CH3:51])[CH2:3][CH2:4][O:5][CH2:6][N:7]([CH2:43][O:44][CH2:45][CH2:46][Si:47]([CH3:50])([CH3:49])[CH3:48])[C:8]1[N:13]2[N:14]=[CH:15][C:16]([C:17]3[CH:18]=[N:19][C:20]4[C:25]([CH:26]=3)=[CH:24][C:23]([F:27])=[CH:22][CH:21]=4)=[C:12]2[N:11]=[C:10]([CH:28]([NH:30][C:31]([C:33]2([CH3:41])[CH2:38][O:37][C:36]([CH3:40])([CH3:39])[O:35][CH2:34]2)=[O:32])[CH3:29])[C:9]=1[C:60]([O:62][CH2:63][CH3:64])=[CH2:61] |^1:76,78,97,116|. Reported procedure: N-{1-[7-(bis{[2-(trimethylsilyl)ethoxy]methyl}amino)-6-bromo-3-(6-fluoroquinolin-3-yl)pyrazolo[1,5-a]pyrimidin-5-yl]ethyl}-2,2,5-trimethyl-1,3-dioxane-5-carboxamide (63.7 mg, 0.078 mmol) and tetrakis(triphenylphosphine)palladium(0) (9.0 mg, 0.0078 mmol) were combined in a microwave tube, and the cap was crimped on. The headspace was purged with dry N2 (×2), and tributyl[1-(ethyloxy)ethenyl]stannane (53 μL, 0.16 mmol) and 1,4-dioxane (0.69 mL) were added. The suspension was sparged with dry N2 fo... Starting materials: C(C)OC(CNC1=C(C=CC(=C1)C1CN(CCC1)C(=O)C1=C(N=C(S1)C1=CC=C(C=C1)C(F)(F)F)C)C)=O ((2-methyl-5-{1-[4-methyl-2-(4-trifluoromethyl-phenyl)-thiazole-5-carbonyl]-piperidin-3-yl}-phenylamino)-acetic acid ethyl ester), C([O-])([O-])=O.[K+].[K+] (potassium carbonate), CO (methanol). Solvent: O (water). The product is CC1=C(C=C(C=C1)C1CN(CCC1)C(=O)C1=C(N=C(S1)C1=CC=C(C=C1)C(F)(F)F)C)NCC(=O)O ((2-methyl-5-{1-[4-methyl-2-(4-trifluoromethyl-phenyl)-thiazole-5-carbonyl]-piperidin-3-yl}-phenylamino)-acetic acid). The yield is 110.4%. Reaction SMILES: C([O:3][C:4](=[O:38])[CH2:5][NH:6][C:7]1[CH:12]=[C:11]([CH:13]2[CH2:18][CH2:17][CH2:16][N:15]([C:19]([C:21]3[S:25][C:24]([C:26]4[CH:31]=[CH:30][C:29]([C:32]([F:35])([F:34])[F:33])=[CH:28][CH:27]=4)=[N:23][C:22]=3[CH3:36])=[O:20])[CH2:14]2)[CH:10]=[CH:9][C:8]=1[CH3:37])C.C(=O)([O-])[O-].[K+].[K+].CO>O>[CH3:37][C:8]1[CH:9]=[CH:10][C:11]([CH:13]2[CH2:18][CH2:17][CH2:16][N:15]([C:19]([C:21]3[S:25][C:24]([C:26]4[CH:31]=[CH:30][C:29]([C:32]([F:35])([F:33])[F:34])=[CH:28][CH:27]=4)=[N:23][C:22]=3[CH3:36])=[O:20])[CH2:14]2)=[CH:12][C:7]=1[NH:6][CH2:5][C:4]([OH:38])=[O:3] |f:1.2.3|. Reported procedure: A mixture of (2-methyl-5-{1-[4-methyl-2-(4-trifluoromethyl-phenyl)-thiazole-5-carbonyl]-piperidin-3-yl}-phenylamino)-acetic acid ethyl ester (19 mg, 0.035 mmol), potassium carbonate (10 mg, 0.07 mmol), methanol (5 mL) and water (1 mL) was heated at reflux for 3 h, cooled to room temperature and concentrated under reduced pressure. The resulting residue was taken up in water (50 mL), acidified with 1N aqueous hydrochloric acid and extracted with ethyl acetate (2×50 mL). The combined organic extra... Reactants: ClC1=CC=C(C=C1)C(C(C)(N1CCOCC1)C)=O (1-(4-chlorophenyl)-2-methyl-2-morpholino-propan-1-one), N1CCNCC1 (piperazine), C1(=CC=CC=C1)C (toluene), C1CCOC1 (THF). The reagents and catalysts are C(C)(=O)[O-].[Pd+2].C(C)(=O)[O-] (palladium acetate), CC(C)(C)P(C1=CC=CC=C1C2=CC=CC=C2)C(C)(C)C ((2-biphenyl)di-tert-butylphosphine), CC(C)([O-])C.[K+] (potassium-tert-butoxide). Solvent: C(C)OCC (diethyl ether). Product: CC(C(=O)C1=CC=C(C=C1)N1CCNCC1)(C)N1CCOCC1 (2-methyl-2-morpholin-4-yl-1-(4-piperazinylphenyl)propan-1-one). The yield is 96.5%. RXN SMILES: Cl[C:2]1[CH:7]=[CH:6][C:5]([C:8](=[O:18])[C:9]([CH3:17])([N:11]2[CH2:16][CH2:15][O:14][CH2:13][CH2:12]2)[CH3:10])=[CH:4][CH:3]=1.[NH:19]1[CH2:24][CH2:23][NH:22][CH2:21][CH2:20]1.C1(C)C=CC=CC=1.C1COCC1>C(OCC)C.C([O-])(=O)C.[Pd+2].C([O-])(=O)C.CC(P(C(C)(C)C)C1C(C2C=CC=CC=2)=CC=CC=1)(C)C.CC(C)([O-])C.[K+]>[CH3:10][C:9]([N:11]1[CH2:16][CH2:15][O:14][CH2:13][CH2:12]1)([CH3:17])[C:8]([C:5]1[CH:6]=[CH:7][C:2]([N:19]2[CH2:24][CH2:23][NH:22][CH2:21][CH2:20]2)=[CH:3][CH:4]=1)=[O:18] |f:5.6.7,9.10|. Reported procedure: Further, in a 300 mL four-neck flask provided with a stirrer, a condenser, a thermocouple, and a nitrogen inlet tube, 16 g of 1-(4-chlorophenyl)-2-methyl-2-morpholino-propan-1-one, 20.7 g of piperazine, 140 mg of palladium acetate, 360 mg of (2-biphenyl)di-tert-butylphosphine, 100 mL of toluene, 40 mL of THF, and 9.4 mg of potassium-tert-butoxide were added, followed by reaction at room temperature for 46 hours under a nitrogen stream. The reaction product was diluted with 100 mL of diethyl ethe... Yields the product ClC=1C=C(C=CC1)C1=CN=C2N1N=C(C=C2)N[C@@H]2CC[C@H](CC2)N (trans-N1-(3-(3-chlorophenyl)imidazo[1,2-b]pyridazin-6-yl)cyclohexane-1,4-diamine). The yield is 37.1%. The solvent is O (water), C1(=CC=CC=C1)C (toluene), CC(OCC)=O (EA). The reactants are N#N (N2), ClC=1C=CC=2N(N1)C(=CN2)C2=CC(=CC=C2)Cl (6-chloro-3-(3-chlorophenyl)imidazo[1,2-b]pyridazine), [C@H]1(CC[C@H](CC1)N)N (trans-cyclohexane-1,4-diamine), C(C)(C)(C)O[Na] (t-BuONa), C=1C=CC(=CC1)P(C=2C=CC=CC2)C3=CC=C4C=CC=CC4=C3C5=C6C=CC=CC6=CC=C5P(C=7C=CC=CC7)C=8C=CC=CC8 (BINAP). The reagents and catalysts are C=1C=CC(=CC1)/C=C/C(=O)/C=C/C2=CC=CC=C2.C=1C=CC(=CC1)/C=C/C(=O)/C=C/C2=CC=CC=C2.C=1C=CC(=CC1)/C=C/C(=O)/C=C/C2=CC=CC=C2.[Pd].[Pd] (Pd2(dba)3). Reported procedure: To a mixture of 6-chloro-3-(3-chlorophenyl)imidazo[1,2-b]pyridazine (500 mg, 1.89 mmol) in toluene (10 mL) was added trans-cyclohexane-1,4-diamine (215.9 mg, 1.89 mmol), t-BuONa (302.4 mg, 3.78 mmol), BINAP (117.7 mg, 0.189 mmol), Pd2(dba)3 (173 mg, 0.189 mmol). The mixture was filled with N2 and heated at 110° C. for 4 h. TLC (PE:EA=1:1) showed the reaction was complete. The reaction was poured into water (150 mL), extracted with EA (3×50 mL). The organic layer was dried and condensed. The resi... Conditions: temperature 110 celsius. As a reaction SMILES: Cl[C:2]1[CH:3]=[CH:4][C:5]2[N:6]([C:8]([C:11]3[CH:16]=[CH:15][CH:14]=[C:13]([Cl:17])[CH:12]=3)=[CH:9][N:10]=2)[N:7]=1.[C@H:18]1([NH2:25])[CH2:23][CH2:22][C@H:21]([NH2:24])[CH2:20][CH2:19]1.C(O[Na])(C)(C)C.C1C=CC(P(C2C(C3C(P(C4C=CC=CC=4)C4C=CC=CC=4)=CC=C4C=3C=CC=C4)=C3C(C=CC=C3)=CC=2)C2C=CC=CC=2)=CC=1.N#N>C1(C)C=CC=CC=1.C1C=CC(/C=C/C(/C=C/C2C=CC=CC=2)=O)=CC=1.C1C=CC(/C=C/C(/C=C/C2C=CC=CC=2)=O)=CC=1.C1C=CC(/C=C/C(/C=C/C2C=CC=CC=2)=O)=CC=1.[Pd].[Pd].O.CC(=O)OCC>[Cl:17][C:13]1[CH:12]=[C:11]([C:8]2[N:6]3[N:7]=[C:2]([NH:24][C@H:21]4[CH2:22][CH2:23][C@H:18]([NH2:25])[CH2:19][CH2:20]4)[CH:3]=[CH:4][C:5]3=[N:10][CH:9]=2)[CH:16]=[CH:15][CH:14]=1 |f:6.7.8.9.10|.